This data is from the Open Reaction Database (ORD), a public repository of structured organic reaction records. The task is: describe an organic reaction: reactants, conditions, products, and yield Reactants: CCOC(C)=O, CC(=O)O, O=N[O-], [Na+], Cc1ccc(S(=O)(=O)OCC(=O)CC(=O)OC(C)(C)C)cc1. Yields the product Cc1ccc(S(=O)(=O)OCC(=O)C(=NO)C(=O)OC(C)(C)C)cc1. Reaction SMILES: [CH3:27][CH2:28][O:29][C:30](=[O:31])[CH3:32].[CH3:33][C:34](=[O:35])[OH:36].[N:23](=[O:24])[O-:25].[Na+:26].[O:1]=[C:2]([CH2:3][C:4](=[O:5])[O:6][C:7]([CH3:8])([CH3:9])[CH3:10])[CH2:11][O:12][S:13](=[O:14])(=[O:15])[c:16]1[cH:17][cH:18][c:19]([CH3:22])[cH:20][cH:21]1>>[O:1]=[C:2]([C:3]([C:4](=[O:5])[O:6][C:7]([CH3:8])([CH3:9])[CH3:10])=[N:23][OH:24])[CH2:11][O:12][S:13](=[O:14])(=[O:15])[c:16]1[cH:17][cH:18][c:19]([CH3:22])[cH:20][cH:21]1. The reactants are FC(C(=O)O)(F)F (Trifluoroacetic acid), COC(=O)[C@@H]1CC[C@H](CC1)NC(=O)OC(C)(C)C (trans-4-tert-butoxycarbonylamino-cyclohexanecarboxylic acid methyl ester). Solvent: ClCCl (dichloromethane). Reaction conditions: time 15 hour. Product: COC(=O)[C@@H]1CC[C@H](CC1)N (trans-4-amino-cyclohexanecarboxylic acid methyl ester). Isolated yield 83.5%. RXN SMILES: FC(F)(F)C(O)=O.[CH3:8][O:9][C:10]([C@H:12]1[CH2:17][CH2:16][C@H:15]([NH:18]C(OC(C)(C)C)=O)[CH2:14][CH2:13]1)=[O:11]>ClCCl>[CH3:8][O:9][C:10]([C@H:12]1[CH2:17][CH2:16][C@H:15]([NH2:18])[CH2:14][CH2:13]1)=[O:11]. Procedure details: Trifluoroacetic acid (13.47 mL, 19.94 mmol, 15.0 eq) is added at 0° C. to a stirred solution of trans-4-tert-butoxycarbonylamino-cyclohexanecarboxylic acid methyl ester (3.53 g, 11.66 mmol, 1.0 eq) in dichloromethane (100 mL). After 15 hours stirring at room temperature, the reaction mixture is extracted with dichloromethane (3×50 mL) and water (50 mL) and the pH is adjusted to 12 by the addition of a 1N sodium hydroxide aqueous solution. The combined organic layers are dried over sodium sulfate... Reactants: C(C)(=O)O[C@@H]1C[C@@H]2CC[C@H]3[C@]4(CC[C@@H]([C@@]4(C)CC[C@@H]3[C@]2(CC1)COC(C)=O)OC(C(C)(C)C)=O)O (3β,19-diacetoxy-14β-hydroxy-17β-pivaloxy-5α-androstane), S(=O)(Cl)Cl (thionyl chloride), ice water. Run in N1=CC=CC=C1 (pyridine). Run at time 40 minute. Product: C(C)(=O)O[C@@H]1C[C@@H]2CC[C@H]3C4=CC[C@@H]([C@@]4(C)CC[C@@H]3[C@]2(CC1)COC(C)=O)OC(C(C)(C)C)=O (3β,19-diacetoxy-17β-pivaloxy-5α-androst-14-ene). Reaction SMILES: [C:1]([O:4][C@H:5]1[CH2:22][CH2:21][C@@:20]2([CH2:23][O:24][C:25](=[O:27])[CH3:26])[C@@H:7]([CH2:8][CH2:9][C@@H:10]3[C@@H:19]2[CH2:18][CH2:17][C@@:15]2([CH3:16])[C@:11]3(O)[CH2:12][CH2:13][C@@H:14]2[O:28][C:29](=[O:34])[C:30]([CH3:33])([CH3:32])[CH3:31])[CH2:6]1)(=[O:3])[CH3:2].S(Cl)(Cl)=O>N1C=CC=CC=1>[C:1]([O:4][C@H:5]1[CH2:22][CH2:21][C@@:20]2([CH2:23][O:24][C:25](=[O:27])[CH3:26])[C@@H:7]([CH2:8][CH2:9][C@@H:10]3[C@@H:19]2[CH2:18][CH2:17][C@@:15]2([CH3:16])[C:11]3=[CH:12][CH2:13][C@@H:14]2[O:28][C:29](=[O:34])[C:30]([CH3:33])([CH3:32])[CH3:31])[CH2:6]1)(=[O:3])[CH3:2]. Procedure details: To a solution of 140 mg of 3β,19-diacetoxy-14β-hydroxy-17β-pivaloxy-5α-androstane in 7.0 ml of pyridine was added 0.14 ml of thionyl chloride. The mixture was left to stand under nitrogen for 40 minutes whereupon it was poured into 70 ml of an ice-water mixture. Extraction with ether followed by washing of the ethereal phase with water and evaporation at reduced pressure gave 3β,19-diacetoxy-17β-pivaloxy-5α-androst-14-ene as a resinous material which was used as the starting material in the reac... Reactants: COC1=C2C=C(NC2=CC=C1)C(=O)O (4-Methoxy-1H-indole-2-carboxylic acid), Cl.Cl.Cl.N1(CCCCCC1)CCN1CCC(CC1)N (1-(2-Azepan-1-yl-ethyl)-piperidin-4-ylamine tri-hydrochloride), CCN(C(C)C)C(C)C (DIEA), CN(C)C(=[N+](C)C)ON1C2=C(C=CC=C2)N=N1.[B-](F)(F)(F)F (TBTU). The solvent is CN(C)C=O (DMF). The product is N1(CCCCCC1)CCN1CCC(CC1)NC(=O)C=1NC2=CC=CC(=C2C1)OC (4-Methoxy-1H-indole-2-carboxylic acid [1-(2-azepan-1-yl-ethyl)piperidin-4-yl]-amide). RXN SMILES: [CH3:1][O:2][C:3]1[CH:11]=[CH:10][CH:9]=[C:8]2[C:4]=1[CH:5]=[C:6]([C:12]([OH:14])=O)[NH:7]2.Cl.Cl.Cl.[N:18]1([CH2:25][CH2:26][N:27]2[CH2:32][CH2:31][CH:30]([NH2:33])[CH2:29][CH2:28]2)[CH2:24][CH2:23][CH2:22][CH2:21][CH2:20][CH2:19]1.CCN(C(C)C)C(C)C.CN(C(ON1N=NC2C=CC=CC1=2)=[N+](C)C)C.[B-](F)(F)(F)F>CN(C=O)C>[N:18]1([CH2:25][CH2:26][N:27]2[CH2:28][CH2:29][CH:30]([NH:33][C:12]([C:6]3[NH:7][C:8]4[C:4]([CH:5]=3)=[C:3]([O:2][CH3:1])[CH:11]=[CH:10][CH:9]=4)=[O:14])[CH2:31][CH2:32]2)[CH2:24][CH2:23][CH2:22][CH2:21][CH2:20][CH2:19]1 |f:1.2.3.4,6.7|. Procedure: A solution of 4-Methoxy-1H-indole-2-carboxylic acid (930 mg, 4.86 mmol), amine 5 (1.63 g, 4.86 mmol) and DIEA (2.5 ml, 14.58 mmol) in 20 ml of DMF is treated with solid TBTU (1.56 g, 4.86 mmol). The mixture is stirred over night and then evaporated. The crude residue is dissolved in EtOAc and washed twice with sodium bicarbonate (10%). The aqueous layers are re-extracted with DCM, the combined organic layers are washed with brine and dried over sodium sulfate. The crude product is then purified ... The reactants are P(=O)(Cl)(Cl)Cl (phosphorus oxychloride), [OH-].[Na+] (sodium hydroxide), CN(C=O)C (dimethylformamide), COC=1C=C2C=CNC2=CC1 (5-methoxyindole), CN(C=O)C (dimethylformamide). Run in O (water). Conditions: temperature 40 celsius, time 10 minute. Product: COC=1C=C2C(=CNC2=CC1)C=O (5-Methoxyindole-3-carboxaldehyde). Reaction SMILES: P(Cl)(Cl)(Cl)=O.[CH3:6][O:7][C:8]1[CH:9]=[C:10]2[C:14](=[CH:15][CH:16]=1)[NH:13][CH:12]=[CH:11]2.[OH-].[Na+].CN(C)[CH:21]=[O:22]>O>[CH3:6][O:7][C:8]1[CH:9]=[C:10]2[C:14](=[CH:15][CH:16]=1)[NH:13][CH:12]=[C:11]2[CH:21]=[O:22] |f:2.3|. Procedure details: To stirred dimethylformamide is added dropwise phosphorus oxychloride. The mixture is stirred for 10 min and a solution of 5-methoxyindole in dimethylformamide is added dropwise. The mixture is heated to 40° C. for 45 min, cooled to room temperature and then treated with a solution of sodium hydroxide in water. The mixture is heated to 50° C. for 10 min, cooled to room temperature, poured onto crushed ice and filtered. The filter cake is recrystallised (methanol) to give the product as a white s...